From a dataset of the Open Reaction Database (ORD), a public repository of structured organic reaction records. describe an organic reaction: reactants, conditions, products, and yield Starting materials: CCOc1ccc([SiH](C)C)cc1, CC(C)O, C=CCc1ccc(F)c(Cl)c1. Product: CCOc1ccc([Si](C)(C)CCCc2ccc(F)c(Cl)c2)cc1. Reaction SMILES: [CH2:12]([CH3:13])[O:14][c:15]1[cH:16][cH:17][c:18]([SiH:21]([CH3:22])[CH3:23])[cH:19][cH:20]1.[CH:24]([OH:25])([CH3:26])[CH3:27].[Cl:1][c:2]1[cH:3][c:4]([CH2:9][CH:10]=[CH2:11])[cH:5][cH:6][c:7]1[F:8]>>[Cl:1][c:2]1[cH:3][c:4]([CH2:9][CH2:10][CH2:11][Si:21]([c:18]2[cH:17][cH:16][c:15]([O:14][CH2:12][CH3:13])[cH:20][cH:19]2)([CH3:22])[CH3:23])[cH:5][cH:6][c:7]1[F:8]. Reactants: N1N=CC=C1 (pyrazole), Cl.COC=1C=C(C=CC1)NN (3-methoxyphenylhydrazine hydrochloride), NC1=CC(=NN1C(=O)OC(C)(C)C)C(=O)OC (5-Amino-1-tert-butoxycarbonyl-3-methoxycarbonylpyrazole), C(C)OC(=O)C1=NN(C(=C1C)N)C1=CC(=CC=C1)OC (5-amino-1-(3-methoxyphenyl)-4-methyl-1H-pyrazole-3-carboxylic acid ethyl ester), C(C)OC(C(C(C)C#N)=O)=O (3-cyano-3-methyl-2-oxopropanoic acid ethyl ester), O=C1C(N=C(C2=C(N1)C=CC=C2)C2=CC=CC=C2)NC(=O)C2=NN(C(=C2C)NC(C2=C(C=CC=C2)Cl)=O)C2=NC=CC=C2 (4-methyl-5-(2-chloro-benzoylamino)-1-(pyridine-2-yl)-pyrazole-3-carboxylic acid (2-oxo-5-phenyl-2,3-dihydro-1H-benzo[e][1,4]diazepin-3-yl)amide). Product: N1(CCC(CC1)CCNC(=O)C1=NN(C(=C1C)NC(C1=C(C=CC=C1)Cl)=O)C1=CC(=CC=C1)OC)C1=CC=NC=C1 (4-methyl-5-(2-chloro-benzoylamino)-1-(3-methoxyphenyl)-pyrazole-3-carboxylic acid [2-(3,4,5,6-tetrahydro-2H-[1,4′]bipyridin-4-yl)-ethyl]amide). RXN SMILES: N1C=[CH:4][CH:3]=N1.C(OC([C:11]1[C:15](C)=[C:14](N)[N:13]([C:18]2[CH:23]=[CH:22][CH:21]=[C:20](OC)C=2)[N:12]=1)=O)C.C(OC(=O)C(=O)C(C#N)C)C.Cl.[CH3:38][O:39][C:40]1[CH:41]=[C:42]([NH:46][NH2:47])[CH:43]=[CH:44][CH:45]=1.NC1N(C(OC(C)(C)C)=O)N=C(C(OC)=O)C=1.O=[C:66]1NC2C=CC=CC=2C(C2C=CC=CC=2)=N[CH:67]1[NH:83][C:84]([C:86]1[C:90]([CH3:91])=[C:89]([NH:92][C:93](=[O:101])[C:94]2[CH:99]=[CH:98][CH:97]=[CH:96][C:95]=2[Cl:100])N(C2C=CC=CN=2)N=1)=[O:85]>>[N:13]1([C:14]2[CH:15]=[CH:11][N:12]=[CH:4][CH:3]=2)[CH2:18][CH2:23][CH:22]([CH2:66][CH2:67][NH:83][C:84]([C:86]2[C:90]([CH3:91])=[C:89]([NH:92][C:93](=[O:101])[C:94]3[CH:99]=[CH:98][CH:97]=[CH:96][C:95]=3[Cl:100])[N:46]([C:42]3[CH:43]=[CH:44][CH:45]=[C:40]([O:39][CH3:38])[CH:41]=3)[N:47]=2)=[O:85])[CH2:21][CH2:20]1 |f:3.4|. Procedure: The pyrazole acid, prepared as described in Procedure 8 using 5-amino-1-(3-methoxyphenyl)-4-methyl-1H-pyrazole-3-carboxylic acid ethyl ester (prepared as described in Procedure 41 using 3-cyano-3-methyl-2-oxopropanoic acid ethyl ester (U.S. Pat. No. 4,652,669) and 3-methoxyphenylhydrazine hydrochloride) in place of compound 20, was coupled to 2-(3,4,5,6-tetrahydro-2H-[1,4′]bipyridin-4-yl)ethylamine (prepared as described in Procedure 14) using the method of Procedure 10. Starting materials: Cc1ccccc1, CC(C)c1nc2c(c(C3CCCC3)c1C(=O)c1ccc(C(F)(F)F)cc1)C(O)CC(C)(C)C2, [Cl-], CC(C)(C)[Si](C)(C)OS(=O)(=O)C(F)(F)F, [NH4+], Cc1cccc(C)n1. Product: CC(C)c1nc2c(c(C3CCCC3)c1C(=O)c1ccc(C(F)(F)F)cc1)C(O[Si](C)(C)C(C)(C)C)CC(C)(C)C2. As a reaction SMILES: [CH3:59][c:60]1[cH:61][cH:62][cH:63][cH:64][cH:65]1.[CH:1]1([c:6]2[c:7]([C:22](=[O:23])[c:24]3[cH:25][cH:26][c:27]([C:30]([F:31])([F:32])[F:33])[cH:28][cH:29]3)[c:8]([CH:19]([CH3:20])[CH3:21])[n:9][c:10]3[c:15]2[CH:14]([OH:16])[CH2:13][C:12]([CH3:17])([CH3:18])[CH2:11]3)[CH2:2][CH2:3][CH2:4][CH2:5]1.[Cl-:57].[F:42][C:43]([F:44])([F:45])[S:46]([O:47][Si:48]([CH3:49])([CH3:50])[C:51]([CH3:52])([CH3:53])[CH3:54])(=[O:55])=[O:56].[NH4+:58].[n:34]1[c:35]([CH3:36])[cH:37][cH:38][cH:39][c:40]1[CH3:41]>>[CH:1]1([c:6]2[c:7]([C:22](=[O:23])[c:24]3[cH:25][cH:26][c:27]([C:30]([F:31])([F:32])[F:33])[cH:28][cH:29]3)[c:8]([CH:19]([CH3:20])[CH3:21])[n:9][c:10]3[c:15]2[CH:14]([O:16][Si:48]([CH3:49])([CH3:50])[C:51]([CH3:52])([CH3:53])[CH3:54])[CH2:13][C:12]([CH3:17])([CH3:18])[CH2:11]3)[CH2:2][CH2:3][CH2:4][CH2:5]1. Starting materials: CC(C)(C)C1CCC(N)CC1, [BH3-]C#N, CC(=O)O, CN1CCCC1=O, COC(OC)OC, CO, O=Cc1ccc(C(=O)Nc2nn[nH]n2)cc1, [Na+]. The product is CC(C)(C)C1CCC(NCc2ccc(C(=O)Nc3nn[nH]n3)cc2)CC1. RXN SMILES: [C:17]([CH3:18])([CH3:19])([CH3:20])[CH:21]1[CH2:22][CH2:23][CH:24]([NH2:27])[CH2:25][CH2:26]1.[C:32]([BH3-:33])#[N:34].[CH3:28][C:29](=[O:30])[OH:31].[CH3:36][N:37]1[CH2:38][CH2:39][CH2:40][C:41]1=[O:42].[CH3:43][O:44][CH:45]([O:46][CH3:47])[O:48][CH3:49].[CH3:50][OH:51].[CH:1](=[O:2])[c:3]1[cH:4][cH:5][c:6]([C:7](=[O:8])[NH:9][c:10]2[n:11][n:12][nH:13][n:14]2)[cH:15][cH:16]1.[Na+:35]>>[CH2:1]([c:3]1[cH:4][cH:5][c:6]([C:7](=[O:8])[NH:9][c:10]2[n:11][n:12][nH:13][n:14]2)[cH:15][cH:16]1)[NH:27][CH:24]1[CH2:23][CH2:22][CH:21]([C:17]([CH3:18])([CH3:19])[CH3:20])[CH2:26][CH2:25]1.